From a dataset of the Open Reaction Database (ORD), a public repository of structured organic reaction records. describe an organic reaction: reactants, conditions, products, and yield Reactants: Cc1ccc2onc(N(C(=O)OC(C)(C)C)C(=O)OC(C)(C)C)c2c1, O=C(OOC(=O)c1ccccc1)c1ccccc1, ClC(Cl)(Cl)Cl, O=C1CCC(=O)N1Br. Product: CC(C)(C)OC(=O)N(C(=O)OC(C)(C)C)c1noc2ccc(CBr)cc12. As a reaction SMILES: [C:1]([CH3:2])([CH3:3])([CH3:4])[O:5][C:6](=[O:7])[N:8]([c:9]1[n:10][o:11][c:12]2[c:13]1[cH:14][c:15]([CH3:18])[cH:16][cH:17]2)[C:19](=[O:20])[O:21][C:22]([CH3:23])([CH3:24])[CH3:25].[C:34]([O:35][O:36][C:37](=[O:38])[c:39]1[cH:40][cH:41][cH:42][cH:43][cH:44]1)(=[O:45])[c:46]1[cH:47][cH:48][cH:49][cH:50][cH:51]1.[Cl:52][C:53]([Cl:54])([Cl:55])[Cl:56].[O:26]=[C:27]1[N:28]([Br:33])[C:29](=[O:30])[CH2:31][CH2:32]1>>[C:1]([CH3:2])([CH3:3])([CH3:4])[O:5][C:6](=[O:7])[N:8]([c:9]1[n:10][o:11][c:12]2[c:13]1[cH:14][c:15]([CH2:18][Br:33])[cH:16][cH:17]2)[C:19](=[O:20])[O:21][C:22]([CH3:23])([CH3:24])[CH3:25]. The reactants are N1(C(=O)C(=O)C2=CC=CC=C12)S(=O)(=O)O (isatinsulfonic acid), [Na] (sodium), C1CCCS1(=O)=O (tetramethylene sulfone), P(=O)(Cl)(Cl)Cl (phosphorus oxychloride). Run in O (water). Conditions: temperature 60 celsius. Product: ClS(=O)(=O)C=1C=C2C(C(NC2=CC1)=O)=O (5-Chlorosulfonylisatin). The yield is 60.5%. RXN SMILES: [N:1]1(S(O)(=O)=O)[C:11]2[C:6](=[CH:7][CH:8]=[CH:9][CH:10]=2)[C:4](=[O:5])[C:2]1=[O:3].[Na].C1[S:21](=[O:23])(=[O:22])CCC1.P(Cl)(Cl)([Cl:26])=O>O>[Cl:26][S:21]([C:8]1[CH:7]=[C:6]2[C:11](=[CH:10][CH:9]=1)[NH:1][C:2](=[O:3])[C:4]2=[O:5])(=[O:23])=[O:22] |^1:15|. Procedure details: To a mixture of isatinsulfonic acid, sodium salt dihydrate (10 g, 35.1 mmol) and 50 mL tetramethylene sulfone was added phosphorus oxychloride (16.5 mL, 177 mmol). The resulting mixture was heated at 60° C. for 3 hours. The mixture was cooled to 0° C. and 120 mL of water was cautiously added. The resulting green solid was filtered and washed with water. The solid was dissolved in 100 mL EtOAc and washed thrice with 50 mL of water. The organic layer was dried over MgSO4, filtered and concentrated... RXN SMILES: [Cl:1][c:2]1[n:3][n:4][c:5]2[n:6]1[n:7][c:8](-[c:18]1[c:19]([Cl:24])[cH:20][cH:21][cH:22][cH:23]1)[c:9](-[c:11]1[cH:12][cH:13][c:14]([Cl:17])[cH:15][cH:16]1)[cH:10]2.[NH2:25][CH:26]1[CH2:27][CH2:28][CH2:29][CH2:30][CH2:31]1>>[c:2]1([NH:25][CH:26]2[CH2:27][CH2:28][CH2:29][CH2:30][CH2:31]2)[n:3][n:4][c:5]2[n:6]1[n:7][c:8](-[c:18]1[c:19]([Cl:24])[cH:20][cH:21][cH:22][cH:23]1)[c:9](-[c:11]1[cH:12][cH:13][c:14]([Cl:17])[cH:15][cH:16]1)[cH:10]2. The reactants are Clc1ccc(-c2cc3nnc(Cl)n3nc2-c2ccccc2Cl)cc1, NC1CCCCC1. Product: Clc1ccc(-c2cc3nnc(NC4CCCCC4)n3nc2-c2ccccc2Cl)cc1. Starting materials: BrC(C)C (2-bromopropane), C(=O)(O)[O-].[Na+] (NaHCO3), NC(C(=O)C1=C(N(C2=CC=CC(=C12)OCC(=O)O)CC=1C=C(C=CC1)C1=CC=CC=C1)C)=O (((3-(2-amino-1,2-dioxoethyl)-1-((1,1'-biphenyl)-3-ylmethyl)-2-methyl-1H-indol-4-yl)oxy)acetic acid), [Na] (sodium). Solvent: CN(C=O)C (dimethylformamide). Conditions: time 8 hour. Product: C(C)(C)OC(COC1=C2C(=C(N(C2=CC=C1)CC=1C=C(C=CC1)C1=CC=CC=C1)C)C(C(=O)N)=O)=O (((3-(2-amino-1,2-dioxoethyl)-1-((1,1'-biphenyl)-3-ylmethyl)-2-methyl-1H-indol-4-yl)oxy)acetic acid isopropyl ester). As a reaction SMILES: Br[CH:2]([CH3:4])[CH3:3].[NH2:5][C:6](=[O:37])[C:7]([C:9]1[C:17]2[C:12](=[CH:13][CH:14]=[CH:15][C:16]=2[O:18][CH2:19][C:20]([OH:22])=[O:21])[N:11]([CH2:23][C:24]2[CH:25]=[C:26]([C:30]3[CH:35]=[CH:34][CH:33]=[CH:32][CH:31]=3)[CH:27]=[CH:28][CH:29]=2)[C:10]=1[CH3:36])=[O:8].[Na].C([O-])(O)=O.[Na+]>CN(C)C=O>[CH:2]([O:22][C:20](=[O:21])[CH2:19][O:18][C:16]1[CH:15]=[CH:14][CH:13]=[C:12]2[C:17]=1[C:9]([C:7](=[O:8])[C:6]([NH2:5])=[O:37])=[C:10]([CH3:36])[N:11]2[CH2:23][C:24]1[CH:25]=[C:26]([C:30]2[CH:31]=[CH:32][CH:33]=[CH:34][CH:35]=2)[CH:27]=[CH:28][CH:29]=1)([CH3:4])[CH3:3] |f:3.4,^1:37|. Reported procedure: In a flask containing 15 ml of dimethylformamide was added with stirring 0.11 ml of 2-bromopropane and 500 mg. of ((3-(2-amino-1,2-dioxoethyl)-1-((1,1'-biphenyl)-3-ylmethyl)-2-methyl-1H-indol-4-yl)oxy)acetic acid, sodium salt. The reaction mixture was stirred at room temperature overnight. The reaction was incomplete. Thereafter, 180 mg of KI was added and the mixture was heated. After 24 hours the reaction mixture was poured into 50 ml of saturated NaHCO3 and extracted with ethyl acetate. The E... The reactants are C1CCOC1, CCN(C(C)C)C(C)C, CSc1nc(Cl)c(C#N)c(Cl)n1, CNC(=O)c1ccc(C)c(N)c1. The product is CNC(=O)c1ccc(C)c(Nc2nc(SC)nc(Cl)c2C#N)c1. RXN SMILES: [CH2:34]1[O:35][CH2:36][CH2:37][CH2:38]1.[CH:25]([N:26]([CH2:27][CH3:28])[CH:29]([CH3:30])[CH3:31])([CH3:32])[CH3:33].[Cl:1][c:2]1[n:3][c:4]([S:11][CH3:12])[n:5][c:6]([Cl:10])[c:7]1[C:8]#[N:9].[NH2:13][c:14]1[cH:15][c:16]([C:17](=[O:18])[NH:19][CH3:20])[cH:21][cH:22][c:23]1[CH3:24]>>[c:2]1([NH:13][c:14]2[cH:15][c:16]([C:17](=[O:18])[NH:19][CH3:20])[cH:21][cH:22][c:23]2[CH3:24])[n:3][c:4]([S:11][CH3:12])[n:5][c:6]([Cl:10])[c:7]1[C:8]#[N:9]. Yields the product CC1CN(CC(N1)=O)C(=O)OC(C)(C)C (tert-Butyl 3-methyl-5-oxo-1-piperazinecarboxylate). Reaction SMILES: C(OC([NH:11][CH:12]([CH3:28])[CH2:13][N:14]([C:21]([O:23][C:24]([CH3:27])([CH3:26])[CH3:25])=[O:22])[CH2:15][C:16](OCC)=[O:17])=O)C1C=CC=CC=1>CO.[Pd]>[CH3:28][CH:12]1[NH:11][C:16](=[O:17])[CH2:15][N:14]([C:21]([O:23][C:24]([CH3:27])([CH3:26])[CH3:25])=[O:22])[CH2:13]1. Reported procedure: A solution of ethyl 2-[[2-[[(benzyloxy)carbonyl]amino]propyl](tert-butoxycarbonyl)amino]acetate (2.3 g) and 10% Pd/C (0.23 g) in methanol (46 ml) was stirred at room temperature for 1 hour under a hydrogen atmosphere. The catalyst was filtered off and the filtrate was stirred at 50° C. for 1 hour, concentrated under reduced pressure to obtain the title compound (1.1 g) as a colorless non-crystalline powder. The yield is 88.0%. Run at temperature 50 celsius, time 1 hour. Solvent: CO (methanol). The reagents and catalysts are [Pd] (Pd/C). The reactants are C(C1=CC=CC=C1)OC(=O)NC(CN(CC(=O)OCC)C(=O)OC(C)(C)C)C (ethyl 2-[[2-[[(benzyloxy)carbonyl]amino]propyl](tert-butoxycarbonyl)amino]acetate). Reactants: CC(=O)OC(C)=O, CCO, Cc1c(N)cccc1Cl. The product is CC(=O)Nc1cccc(Cl)c1C. As a reaction SMILES: [CH3:10][C:11](=[O:12])[O:13][C:14](=[O:15])[CH3:16].[CH3:17][CH2:18][OH:19].[Cl:1][c:2]1[c:3]([CH3:9])[c:4]([NH2:5])[cH:6][cH:7][cH:8]1>>[Cl:1][c:2]1[c:3]([CH3:9])[c:4]([NH:5][C:11]([CH3:10])=[O:12])[cH:6][cH:7][cH:8]1. Reaction SMILES: [C:17]([CH3:18])([CH3:19])([CH3:20])[NH2:21].[C:22]([OH:23])([CH3:24])([CH3:25])[CH3:26].[O:1]1[CH:2]([CH2:3][O:4][c:5]2[c:6](-[c:11]3[n:12][n:13][s:14][cH:15]3)[cH:7][cH:8][cH:9][cH:10]2)[CH2:16]1>>[OH:1][CH:2]([CH2:3][O:4][c:5]1[c:6](-[c:11]2[n:12][n:13][s:14][cH:15]2)[cH:7][cH:8][cH:9][cH:10]1)[CH2:16][NH:21][C:17]([CH3:18])([CH3:19])[CH3:20]. Yields the product CC(C)(C)NCC(O)COc1ccccc1-c1csnn1. Starting materials: CC(C)(C)N, CC(C)(C)O, c1ccc(-c2csnn2)c(OCC2CO2)c1.